From a dataset of the Open Reaction Database (ORD), a public repository of structured organic reaction records. describe an organic reaction: reactants, conditions, products, and yield The reactants are BrC1=CC=CC(=N1)\C=N\C1=C(C=CC=C1C(C)C)C(C)C (N-[(1E)-(6-bromopyridin-2-yl)methylene]-2,6-diisopropylaniline), [BH3-]C#N.[Na+] (NaBH3CN), CC(=O)O (AcOH), CO (methanol). Solvent: O (water). The product is BrC1=CC=CC(=N1)CNC1=C(C=CC=C1C(C)C)C(C)C (N-[(6-Bromopyridin-2-yl)methyl]-2,6-diisopropylaniline). RXN SMILES: [Br:1][C:2]1[N:7]=[C:6](/[CH:8]=[N:9]/[C:10]2[C:15]([CH:16]([CH3:18])[CH3:17])=[CH:14][CH:13]=[CH:12][C:11]=2[CH:19]([CH3:21])[CH3:20])[CH:5]=[CH:4][CH:3]=1.[BH3-]C#N.[Na+].CC(O)=O.CO>O>[Br:1][C:2]1[N:7]=[C:6]([CH2:8][NH:9][C:10]2[C:15]([CH:16]([CH3:17])[CH3:18])=[CH:14][CH:13]=[CH:12][C:11]=2[CH:19]([CH3:21])[CH3:20])[CH:5]=[CH:4][CH:3]=1 |f:1.2|. Procedure: A mixture of 25.0 g (134 mmol) of 6-bromopyridine-2-carbaldehyde, 23.8 g (134 mmol) of 2,6-diisopropylaniline and 1.15 g (6.70 mmol) of TsOH in 600 ml of toluene was refluxed for 15 min using a Soxhlet apparatus filled with CaCl2. The obtained solution was evaporated to dryness, and the residue was re-crystallized from 100 ml of methanol to give the imine product N-[(1E)-(6-bromopyridin-2-yl)methylene]-2,6-diisopropylaniline as a yellow crystalline solid (23.9 g). In argon atmosphere, a mixture ... Product: ClC1=NC(=C(C=C1Cl)Cl)Cl (2,3,5,6-tetrachloropyridine). The reagents and catalysts are [Zn] (zinc). Reaction SMILES: [Cl:1][C:2]1[N:7]=[C:6]([Cl:8])[C:5]([Cl:9])=[C:4](Cl)[C:3]=1[Cl:11].S([O-])([O-])(=O)=O.[NH4+].[NH4+]>[Zn]>[Cl:8][C:6]1[C:5]([Cl:9])=[CH:4][C:3]([Cl:11])=[C:2]([Cl:1])[N:7]=1 |f:1.2.3|. The yield is 93.1%. Starting materials: ClC1=C(C(=C(C(=N1)Cl)Cl)Cl)Cl (pentachloropyridine), S(=O)(=O)([O-])[O-].[NH4+].[NH4+] (ammonium sulfate). Procedure details: On reaction of 12.76 g (0.05 mol) of pentachloropyridine with 4.1 g (0.063 gram atom) of zinc dust and 11.6 g (0.08 mol) of ammonium sulfate using the method described in Example 1, there is obtained 10.1 g (92% of theory) of crude 2,3,5,6-tetrachloropyridine, which contains, according to gas-chromatographical analysis, 92% of 2,3,5,6-tetrachloropyridine, 3.3% of 2,3,5-trichloropyridine, 1.3% of 2,3,6-trichloropyridine and 2.9% of pentachloropyridine. The reactants are C(C1=CC=CC=C1)OC=1C(=C(C(=O)OCC2=CC=CC=C2)C=CC1)C (benzyl 3-(benzyloxy)-2-methylbenzoate), [OH-].[Na+] (sodium hydroxide). Solvent: CO (methanol), C1CCOC1 (THF), O (water), O (Water). Reaction conditions: time 3 hour. Product: C(C1=CC=CC=C1)OC=1C(=C(C(=O)O)C=CC1)C (3-(benzyloxy)-2-methylbenzoic acid). The yield is 94.6%. As a reaction SMILES: [CH2:1]([O:8][C:9]1[C:10]([CH3:25])=[C:11]([CH:22]=[CH:23][CH:24]=1)[C:12]([O:14]CC1C=CC=CC=1)=[O:13])[C:2]1[CH:7]=[CH:6][CH:5]=[CH:4][CH:3]=1.[OH-].[Na+]>CO.C1COCC1.O>[CH2:1]([O:8][C:9]1[C:10]([CH3:25])=[C:11]([CH:22]=[CH:23][CH:24]=1)[C:12]([OH:14])=[O:13])[C:2]1[CH:3]=[CH:4][CH:5]=[CH:6][CH:7]=1 |f:1.2|. Procedure: To a solution of benzyl 3-(benzyloxy)-2-methylbenzoate (2.90 g) in methanol (50 ml) and THF (50 mL) was added a solution of sodium hydroxide (3.40 g) in water (50 mL), and the mixture was stirred at room temperature for 3 hr. Water was added to the reaction mixture and the mixture was concentrated. Water (30 ml) was added to the residue, and the mixture was adjusted with 2N hydrochloric acid to pH<2. The precipitated crystals were collected by filtration, and dried to give the title compound (2....